Dataset: the Open Reaction Database (ORD), a public repository of structured organic reaction records. Task: describe an organic reaction: reactants, conditions, products, and yield Starting materials: C12(CCC1)OC1=C(C(C2)NC(=O)NC=2SC3=C(N2)C=CC(=C3)F)C=CC=C1 ((±) 1-(3,4-Dihydro-spiro[2H-1-benzopyran-2,1′-cyclobutane]-4-yl)-3-(6-fluoro-1,3-benzothiazol-2-yl)urea), IC (iodomethane), C([O-])([O-])=O.[K+].[K+] (potassium carbonate), CN(C=O)C (dimethylformamide). Run at time 12 hour. Product: COC=1C=CC2=C(C(CC3(CCC3)O2)=O)C1 (6-methoxy-3,4-dihydro-4-oxo-spiro[2H-1-benzopyran-2,1′-cyclobutane]). As a reaction SMILES: [C:1]12([CH2:9][CH:8](NC(NC3SC4C=C(F)C=CC=4N=3)=O)[C:7]3[CH:24]=[CH:25][CH:26]=[CH:27][C:6]=3[O:5]1)[CH2:4][CH2:3][CH2:2]2.IC.[C:30](=O)([O-])[O-:31].[K+].[K+].CN(C)C=[O:39]>>[CH3:30][O:31][C:25]1[CH:26]=[CH:27][C:6]2[O:5][C:1]3([CH2:2][CH2:3][CH2:4]3)[CH2:9][C:8](=[O:39])[C:7]=2[CH:24]=1 |f:2.3.4|. Procedure details: To a solution of 3,4-Dihydro-6-hydroxy-4-oxo-spiro[2H-1-benzopyran-2,1′-cyclobutane] (Example 12) (10 mmol) in dimethylformamide, iodomethane (12 mmol) and potassium carbonate (12 mmol) was added and the reaction mixture was stirred at rt for 12 h. Solvent was then evaporated and the residue was dissolved in ethyl acetate. Organic layer was washed with water, brine and separated. It was then dried on anhydrous Na2SO4 and concentrated to afford the desired product as oil. The reactants are ClC1=NC(=C(C#N)C=C1)OC1CCCC1 (6-chloro-2-cyclopentyloxy-nicotinonitrile), BrC1=C(C=O)C=C(C=C1)O (2-bromo-5-hydroxy-benzaldehyde), C([O-])([O-])=O.[K+].[K+] (potassium carbonate). Solvent: CN(C)C=O (DMF). Reaction conditions: temperature 69 celsius. Product: BrC1=C(C=C(OC2=NC(=C(C#N)C=C2)OC2CCCC2)C=C1)C=O (6-(4-Bromo-3-formyl-phenoxy)-2-cyclopentyloxy-nicotinonitrile). Isolated yield 100.3%. Reaction SMILES: Cl[C:2]1[CH:9]=[CH:8][C:5]([C:6]#[N:7])=[C:4]([O:10][CH:11]2[CH2:15][CH2:14][CH2:13][CH2:12]2)[N:3]=1.[Br:16][C:17]1[CH:24]=[CH:23][C:22]([OH:25])=[CH:21][C:18]=1[CH:19]=[O:20].C(=O)([O-])[O-].[K+].[K+]>CN(C=O)C>[Br:16][C:17]1[CH:24]=[CH:23][C:22]([O:25][C:2]2[CH:9]=[CH:8][C:5]([C:6]#[N:7])=[C:4]([O:10][CH:11]3[CH2:15][CH2:14][CH2:13][CH2:12]3)[N:3]=2)=[CH:21][C:18]=1[CH:19]=[O:20] |f:2.3.4|. Procedure details: To a mixture of 6-chloro-2-cyclopentyloxy-nicotinonitrile (1.32 g, 5.92 mmol) and 2-bromo-5-hydroxy-benzaldehyde (1.43 g, 7.10 mmol) in DMF (10 mL) was added potassium carbonate (1.22 g, 8.88 mmol). The resulting mixture was heated at 69° C. overnight. DMF was removed under reduced pressure, the residue was diluted with EtOAc (100 mL), washed with water (30 mL) and brine (30 mL), dried over Na2SO4, filtered, and concentrated to give white solid, which was purified by flash chromatography on sili... Starting materials: CC=CC(=O)OCC, CN. The product is CCOC(=O)CC(C)NC. Reaction SMILES: [C:3]([CH:4]=[CH:5][CH3:6])(=[O:7])[O:8][CH2:9][CH3:10].[CH3:1][NH2:2]>>[CH3:1][NH:2][CH:5]([CH2:4][C:3](=[O:7])[O:8][CH2:9][CH3:10])[CH3:6]. Starting materials: BrC1=CC(=C(C(=O)OC)C=C1)Cl (methyl 4-bromo-2-chlorobenzoate), solution, C1(CC1)C#C (cyclopropylacetylene), CN(C)C=O (DMF). The reagents and catalysts are [Cu]I (copper(I) iodide), Cl[Pd]([P](C1=CC=CC=C1)(C2=CC=CC=C2)C3=CC=CC=C3)([P](C4=CC=CC=C4)(C5=CC=CC=C5)C6=CC=CC=C6)Cl (bis(triphenylphosphine)palladium(II) chloride). The solvent is C1(=CC=CC=C1)C (toluene), CCN(CC)CC (Et3N). Yields the product ClC1=C(C(=O)OC)C=CC(=C1)C#CC1CC1 (Methyl 2-chloro-4-(2-cyclopropylethynyl)benzoate). The yield is 75.8%. Reaction SMILES: Br[C:2]1[CH:11]=[CH:10][C:5]([C:6]([O:8][CH3:9])=[O:7])=[C:4]([Cl:12])[CH:3]=1.[CH:13]1([C:16]#[CH:17])[CH2:15][CH2:14]1.CN(C=O)C>C1(C)C=CC=CC=1.CCN(CC)CC.[Cu]I.Cl[Pd](Cl)([P](C1C=CC=CC=1)(C1C=CC=CC=1)C1C=CC=CC=1)[P](C1C=CC=CC=1)(C1C=CC=CC=1)C1C=CC=CC=1>[Cl:12][C:4]1[CH:3]=[C:2]([C:17]#[C:16][CH:13]2[CH2:15][CH2:14]2)[CH:11]=[CH:10][C:5]=1[C:6]([O:8][CH3:9])=[O:7] |^1:41,60|. Procedure: A mixture of methyl 4-bromo-2-chlorobenzoate (450 mg, 0.0018 mol), copper(I) iodide (34 mg, 0.00018 mol), 70% solution of cyclopropylacetylene (0.26 g, 0.0027 mol) in toluene and bis(triphenylphosphine)palladium(II) chloride (130 mg, 0.00018 mol) in Et3N (5 mL) and DMF (3 mL) was heated at 100° C. in a 50 mL sealed reaction vessel for 36 hours. After cooling, the mixture was filtered through Celite® and the filter cake was washed repeatedly with ethyl acetate. The organic phase was washed with b... The reactants are C1(=CC=CC=C1)C=1N(C2=CC=C(C=C2C1)O)CCC (2-phenyl-1-propyl-1H-indole-5-ol), BrC(C(=O)OCC)(C)C (ethyl 2-bromo-2-methyl-propanoate). Yields the product C(C)OC(C(C)(OC=1C=C2C=C(N(C2=CC1)CCC)C1=CC=CC=C1)C)=O (Ethyl-2-methyl-2-[2-phenyl-1-propyl-1H-indole-5-yloxy]propanoate). As a reaction SMILES: [C:1]1([C:7]2[N:8]([CH2:17][CH2:18][CH3:19])[C:9]3[C:14]([CH:15]=2)=[CH:13][C:12]([OH:16])=[CH:11][CH:10]=3)[CH:6]=[CH:5][CH:4]=[CH:3][CH:2]=1.Br[C:21]([CH3:28])([CH3:27])[C:22]([O:24][CH2:25][CH3:26])=[O:23]>>[CH2:25]([O:24][C:22](=[O:23])[C:21]([CH3:28])([O:16][C:12]1[CH:13]=[C:14]2[C:9](=[CH:10][CH:11]=1)[N:8]([CH2:17][CH2:18][CH3:19])[C:7]([C:1]1[CH:2]=[CH:3][CH:4]=[CH:5][CH:6]=1)=[CH:15]2)[CH3:27])[CH3:26]. Procedure: The above compound was prepared from 2-phenyl-1-propyl-1H-indole-5-ol and ethyl 2-bromo-2-methyl-propanoate using a procedure analogous to that of Example 10.